This data is from the Open Reaction Database (ORD), a public repository of structured organic reaction records. The task is: describe an organic reaction: reactants, conditions, products, and yield Starting materials: C1CCOC1, N#Cc1ccc(Cl)c([N+](=O)[O-])c1, Oc1cc(F)ccc1F, [K+], [K+], O=C([O-])[O-]. The product is N#Cc1ccc(Oc2cc(F)ccc2F)c([N+](=O)[O-])c1. As a reaction SMILES: [CH2:28]1[O:29][CH2:30][CH2:31][CH2:32]1.[Cl:1][c:2]1[c:3]([N+:10](=[O:11])[O-:12])[cH:4][c:5]([C:6]#[N:7])[cH:8][cH:9]1.[F:19][c:20]1[c:21]([OH:27])[cH:22][c:23]([F:26])[cH:24][cH:25]1.[K+:13].[K+:14].[O-:15][C:16]([O-:17])=[O:18]>>[c:2]1([O:27][c:21]2[c:20]([F:19])[cH:25][cH:24][c:23]([F:26])[cH:22]2)[c:3]([N+:10](=[O:11])[O-:12])[cH:4][c:5]([C:6]#[N:7])[cH:8][cH:9]1. Starting materials: ClC1=C(C=CC=C1)S(=O)(=O)[C@@H]1C[C@H](N(C1)C(=O)C1(CC1)C1=NC=C(C=C1F)Cl)C(=O)O ((2S,4R)-4-(2-Chloro-benzenesulfonyl)-1-[1-(5-chloro-3-fluoro-pyridin-2-yl)-cyclopropanecarbonyl]-pyrrolidine-2-carboxylic acid), C1(CC1)NC(C([C@H](C(C)C)N)=O)=O ((S)-3-Amino-4-methyl-2-oxo-pentanoic acid cyclopropylamide). The product is ClC=1C=C(C(=NC1)C1(CC1)C(=O)N1[C@@H](C[C@H](C1)S(=O)(=O)C1=C(C=CC=C1)Cl)C(=O)N[C@H](C(C(=O)NC1CC1)=O)C(C)C)F ((2S,4R)-1-(1-(5-chloro-3-fluoropyridin-2-yl)cyclopropanecarbonyl)-4-(2-chlorophenylsulfonyl)-N—((S)-1-(cyclopropylamino)-4-methyl-1,2-dioxopentan-3-yl)pyrrolidine-2-carboxamide). Reaction SMILES: [Cl:1][C:2]1[CH:7]=[CH:6][CH:5]=[CH:4][C:3]=1[S:8]([C@H:11]1[CH2:15][N:14]([C:16]([C:18]2([C:21]3[C:26]([F:27])=[CH:25][C:24]([Cl:28])=[CH:23][N:22]=3)[CH2:20][CH2:19]2)=[O:17])[C@H:13]([C:29]([OH:31])=O)[CH2:12]1)(=[O:10])=[O:9].[CH:32]1([NH:35][C:36](=[O:44])[C:37](=[O:43])[C@@H:38]([NH2:42])[CH:39]([CH3:41])[CH3:40])[CH2:34][CH2:33]1>>[Cl:28][C:24]1[CH:25]=[C:26]([F:27])[C:21]([C:18]2([C:16]([N:14]3[CH2:15][C@H:11]([S:8]([C:3]4[CH:4]=[CH:5][CH:6]=[CH:7][C:2]=4[Cl:1])(=[O:9])=[O:10])[CH2:12][C@H:13]3[C:29]([NH:42][C@@H:38]([CH:39]([CH3:41])[CH3:40])[C:37](=[O:43])[C:36]([NH:35][CH:32]3[CH2:34][CH2:33]3)=[O:44])=[O:31])=[O:17])[CH2:19][CH2:20]2)=[N:22][CH:23]=1. Reported procedure: The title compound was prepared in analogy to Example 1, using (2S,4R)-4-(2-Chloro-benzenesulfonyl)-1-[1-(5-chloro-3-fluoro-pyridin-2-yl)-cyclopropanecarbonyl]-pyrrolidine-2-carboxylic acid and (S)-3-Amino-4-methyl-2-oxo-pentanoic acid cyclopropylamide in step 1. MS (m/e)=653.14 [M+H+].